describe an organic reaction: reactants, conditions, products, and yield From a dataset of the Open Reaction Database (ORD), a public repository of structured organic reaction records. The reactants are C=1C=C[N+](=C(C1)S)[O-].C(C(=C)C)(=O)[O-] (pyrithione methacrylate), C=CC1=CC=CC=C1 (styrene). Reagents/catalysts: CC(C)(C#N)N=NC(C)(C)C#N (AIBN). The solvent is C(Cl)Cl (methylene chloride). Run at time 16 hour. Product: C=1C=C[N+](=C(C1)S)[O-].C(C(=C)C)(=O)[O-].C=CC1=CC=CC=C1 (Pyrithione Methacrylate Styrene). Yield: 209.9%. As a reaction SMILES: [CH:1]1[CH:2]=[CH:3][N+:4]([O-:8])=[C:5]([SH:7])[CH:6]=1.[C:9]([O-:14])(=[O:13])[C:10]([CH3:12])=[CH2:11].[CH2:15]=[CH:16][C:17]1[CH:22]=[CH:21][CH:20]=[CH:19][CH:18]=1>C(Cl)Cl.CC(N=NC(C#N)(C)C)(C#N)C>[CH:1]1[CH:2]=[CH:3][N+:4]([O-:8])=[C:5]([SH:7])[CH:6]=1.[C:9]([O-:14])(=[O:13])[C:10]([CH3:12])=[CH2:11].[CH2:15]=[CH:16][C:17]1[CH:22]=[CH:21][CH:20]=[CH:19][CH:18]=1 |f:0.1,5.6.7|. Procedure details: A 6-ml flask was charged with 0.489 g of pyrithione methacrylate (2.5 mmole), 2.6 ml of styrene (22.5 mmole) and 0.083 g of AIBN (0.5 mmole). The flask was sealed and placed in an oven at 80° C. for 16 hours. After cooling to room temperature, the product was diluted with 10 ml of methylene chloride and filtered. The solution was concentrated via roto-evaporation and 1.66 g of the desired product was isolated as a yellow polymeric material for a 56.9% yield. The structure was confirmed by NMR an... The reactants are Alcohol, CCN(C(C)C)C(C)C.FC(S(=O)(=O)OS(=O)(=O)C(F)(F)F)(F)F (Huenig's base trifluoromethane sulfonic acid anhydride), [O-]S(=O)(=O)C(F)(F)F (triflate), alkynol, CCN(C(C)C)C(C)C (Huenig's base), compounds 9b, chloro, [Cl-] (chloride), C1(=CC=C(C=C1)S(=O)(=O)[O-])C.[NH+]1=CC=CC=C1 (pyridinium toluene-4-sulfonate). Run in C(Cl)Cl (CH2Cl2), CO (MeOH). The product is amine, S1(N=CC2=C1C=CC=C2)(=O)=O (benzo[d]isothiazole 1,1-dioxide). Reaction SMILES: [Cl-].[C:2]1(C)[CH:7]=[CH:6][C:5]([S:8]([O-:11])(=[O:10])=O)=[CH:4][CH:3]=1.[NH+:13]1C=CC=C[CH:14]=1.CCN(C(C)C)C(C)C.FC(F)(F)S(OS(C(F)(F)F)(=O)=O)(=O)=O.[O-]S(C(F)(F)F)(=O)=O.CCN(C(C)C)C(C)C>CO.C(Cl)Cl>[S:8]1(=[O:10])(=[O:11])[C:5]2[CH:6]=[CH:7][CH:2]=[CH:3][C:4]=2[CH:14]=[N:13]1 |f:1.2,3.4|. Procedure: For longer side chains, the rearrangement is performed with n-BuLi (ca 1.6 M in hexane) in THF at −78° C. as above, followed by addition of a cosolvent such as DMPU and reaction with O-protected 1-bromo-alcohols or α-chloro-co-iodoalkane (e.g. 1-bromo-n-tetrahydro-pyaranyloxyalkane) to yield the O-protected compounds 9b or the chloro compound 9c (step i). O-protected compounds 9b can be deprotected to the corresponding alkynol 9a (in MeOH at 50-60° C., in the presence of catalytic amount of pyri... The reactants are 654, BrC=1C=C(C=C(C1O)Br)C=1C2=CC=CC=C2C(=C2C1C1=C(S2)C=CC=C1)C#N (11-(3, 5-dibromo-4-hydroxy-phenyl)-benzo[b]naphtho[2,3-d ]thiophene-6-carbonitrile), O[C@@H](C(=O)OC)CC1=CC=CC=C1 ((R)-2-Hydroxy -3-phenylpropionic acid, methyl ester), 656, BrBr (bromine), 658. Product: BrC1=C(O[C@H](C(=O)O)CC2=CC=CC=C2)C(=CC(=C1)C1=C2C=CC=CC2=C(C2=C1C1=C(S2)C=CC=C1)C#N)Br ((S)-2-[2,6-Dibromo-4-(6-cyano-benzo[b]naphtho[2,3-d]thiophen-11-yl)-phenoxy]-3-phenyl-propionic acid). Reaction SMILES: [Br:1][C:2]1[CH:3]=[C:4]([C:10]2[C:11]3[C:16]([C:17]([C:27]#[N:28])=[C:18]4[S:22][C:21]5[CH:23]=[CH:24][CH:25]=[CH:26][C:20]=5[C:19]=24)=[CH:15][CH:14]=[CH:13][CH:12]=3)[CH:5]=[C:6]([Br:9])[C:7]=1[OH:8].O[C@H:30]([CH2:35][C:36]1[CH:41]=[CH:40][CH:39]=[CH:38][CH:37]=1)[C:31]([O:33]C)=[O:32].BrBr>>[Br:9][C:6]1[CH:5]=[C:4]([C:10]2[C:19]3[C:20]4[CH:26]=[CH:25][CH:24]=[CH:23][C:21]=4[S:22][C:18]=3[C:17]([C:27]#[N:28])=[C:16]3[C:11]=2[CH:12]=[CH:13][CH:14]=[CH:15]3)[CH:3]=[C:2]([Br:1])[C:7]=1[O:8][C@@H:30]([CH2:35][C:36]1[CH:41]=[CH:40][CH:39]=[CH:38][CH:37]=1)[C:31]([OH:33])=[O:32]. Reported procedure: Prepared from 11-(3, 5-dibromo-4-hydroxy-phenyl)-benzo[b]naphtho[2,3-d ]thiophene-6-carbonitrile (Example 58) and (R)-2-hydroxy-3-phenylpropionic acid, methyl ester (Example 97). White solid: mp 176-178° C.: NMR (CDCl3); δ8.36 (ddd, J =8,1,1 Hz, 1 H), 7.85 (d, J=8 Hz, 1 H), 7.77 (ddd, J=8, 8, 2 Hz, 1 H), 7.58 (d, J=2 Hz, 1 H), 7.61-7.54 (m, 2 H), 7.56 (d, J=2 Hz, 1 H), 7.47 (ddd, J=8, 8, 1 Hz, 1 H), 7.41 (ddd, J=8, 1, 1, 2 H ), 7.36-7.26 (m, 3 H), 7.20 (ddd, J=8, 8, 1, 1 H), 6.75 (ddd, J =8, 1, ... Starting materials: COC(CC1=CC=C(C=C1)CNC1=CC(=CC=C1)C1=C(N=NC2=C(C=CC=C12)C)C1=CC=CC=C1)=O ((4-{[3-(8-methyl-3-phenyl-cinnolin-4-yl)-phenylamino]-methyl}-phenyl)-acetic acid methyl ester), O.[OH-].[Li+] (lithium hydroxide monohydrate), C(C)(=O)O (acetic acid). Solvent: C1CCOC1.CO.O (THF methanol water). Conditions: temperature 40 celsius, time 1 hour. Yields the product CC=1C=CC=C2C(=C(N=NC12)C1=CC=CC=C1)C=1C=C(C=CC1)NCC1=CC=C(C=C1)CC(=O)O ([4-({[3-(8-Methyl-3-phenylcinnolin-4-yl)phenyl]amino}methyl)phenyl]acetic acid). Isolated yield 43.0%. RXN SMILES: C[O:2][C:3](=[O:36])[CH2:4][C:5]1[CH:10]=[CH:9][C:8]([CH2:11][NH:12][C:13]2[CH:18]=[CH:17][CH:16]=[C:15]([C:19]3[C:28]4[C:23](=[C:24]([CH3:29])[CH:25]=[CH:26][CH:27]=4)[N:22]=[N:21][C:20]=3[C:30]3[CH:35]=[CH:34][CH:33]=[CH:32][CH:31]=3)[CH:14]=2)=[CH:7][CH:6]=1.O.[OH-].[Li+].C(O)(=O)C>C1COCC1.CO.O>[CH3:29][C:24]1[CH:25]=[CH:26][CH:27]=[C:28]2[C:23]=1[N:22]=[N:21][C:20]([C:30]1[CH:35]=[CH:34][CH:33]=[CH:32][CH:31]=1)=[C:19]2[C:15]1[CH:14]=[C:13]([NH:12][CH2:11][C:8]2[CH:9]=[CH:10][C:5]([CH2:4][C:3]([OH:36])=[O:2])=[CH:6][CH:7]=2)[CH:18]=[CH:17][CH:16]=1 |f:1.2.3,5.6.7|. Reported procedure: To a stirred solution of (4-{[3-(8-methyl-3-phenyl-cinnolin-4-yl)-phenylamino]-methyl}-phenyl)-acetic acid methyl ester in THF/methanol/water (2:1:1, 10 mL) was added lithium hydroxide monohydrate (0.1 g). The reaction was stirred at 40° C. for 1 hour. The reaction mixture was made acidic (pH 6) with glacial acetic acid, and the solid was collected and dried over P2O5 to give the title compound as an orange solid (0.02 g, 43% for Step 5 and Step 6). MS (ESI) m/z 460; HRMS (ESI, [M+H]+) 460.2012. Starting materials: COC1=CC=C(C=C1)C1=CC=C(C=C1)S(=O)(=O)Cl (4′-methoxy[1,1′-biphenyl]-4-sulfonyl chloride), NC=1C=C(C=CC1)C1=NN=NN1 (5-(3-aminophenyl)tetrazole). Yields the product COC1=CC=C(C=C1)C1=CC=C(C=C1)S(=O)(=O)NC1=CC(=CC=C1)C1=NN=NN1 (4′-Methoxy-N-[3-(1H-tetrazol-5-yl)phenyl]biphenyl-4-sulfonamide). The yield is 79.0%. RXN SMILES: [CH3:1][O:2][C:3]1[CH:8]=[CH:7][C:6]([C:9]2[CH:14]=[CH:13][C:12]([S:15](Cl)(=[O:17])=[O:16])=[CH:11][CH:10]=2)=[CH:5][CH:4]=1.[NH2:19][C:20]1[CH:21]=[C:22]([C:26]2[NH:30][N:29]=[N:28][N:27]=2)[CH:23]=[CH:24][CH:25]=1>>[CH3:1][O:2][C:3]1[CH:8]=[CH:7][C:6]([C:9]2[CH:14]=[CH:13][C:12]([S:15]([NH:19][C:20]3[CH:25]=[CH:24][CH:23]=[C:22]([C:26]4[NH:30][N:29]=[N:28][N:27]=4)[CH:21]=3)(=[O:17])=[O:16])=[CH:11][CH:10]=2)=[CH:5][CH:4]=1. Procedure details: The product was prepared according to General Procedure 1, described in Example 1, with 4′-methoxy[1,1′-biphenyl]-4-sulfonyl chloride (15.6 mg, 0.055 mmol) and 5-(3-aminophenyl)tetrazole (8.0 mg, 0.050 mmol). The title compound was obtained in 79% yield (16 mg). MS (ESI+) calcd mass for C20H17N5O3S 407.105210, found 407.105280. Reactants: CC(=O)O[BH-](OC(C)=O)OC(C)=O, CCC1(CC(O)(C=Nc2cccc3cnccc23)C(F)(F)F)CCCc2ccccc21, CC(=O)O, [Na+], [Na+], [Na+], O=C([O-])[O-]. Product: CCC1(CC(O)(CNc2cccc3cnccc23)C(F)(F)F)CCCc2ccccc21. As a reaction SMILES: [C:32]([O:33][BH-:34]([O:35][C:36](=[O:37])[CH3:38])[O:39][C:40](=[O:41])[CH3:42])(=[O:43])[CH3:44].[CH2:1]([CH3:2])[C:3]1([CH2:13][C:14]([C:15]([F:16])([F:17])[F:18])([OH:19])[CH:20]=[N:21][c:22]2[c:23]3[cH:24][cH:25][n:26][cH:27][c:28]3[cH:29][cH:30][cH:31]2)[CH2:4][CH2:5][CH2:6][c:7]2[cH:8][cH:9][cH:10][cH:11][c:12]21.[CH3:52][C:53](=[O:54])[OH:55].[Na+:45].[Na+:46].[Na+:47].[O-:48][C:49](=[O:50])[O-:51]>>[CH2:1]([CH3:2])[C:3]1([CH2:13][C:14]([C:15]([F:16])([F:17])[F:18])([OH:19])[CH2:20][NH:21][c:22]2[c:23]3[cH:24][cH:25][n:26][cH:27][c:28]3[cH:29][cH:30][cH:31]2)[CH2:4][CH2:5][CH2:6][c:7]2[cH:8][cH:9][cH:10][cH:11][c:12]21. Starting materials: O=C1C(Cc2ccc(Br)cc2Cl)CCN1C1CCCCC1, CCOC(=O)c1ccccc1B1OC(C)(C)C(C)(C)O1. Product: CCOC(=O)c1ccccc1-c1ccc(CC2CCN(C3CCCCC3)C2=O)c(Cl)c1. As a reaction SMILES: [Br:1][c:2]1[cH:3][c:4]([Cl:21])[c:5]([CH2:6][CH:7]2[C:8](=[O:18])[N:9]([CH:12]3[CH2:13][CH2:14][CH2:15][CH2:16][CH2:17]3)[CH2:10][CH2:11]2)[cH:19][cH:20]1.[CH2:22]([CH3:23])[O:24][C:25]([c:26]1[c:27]([B:32]2[O:33][C:34]([CH3:35])([CH3:36])[C:37]([CH3:38])([CH3:39])[O:40]2)[cH:28][cH:29][cH:30][cH:31]1)=[O:41]>>[c:2]1(-[c:27]2[c:26]([C:25]([O:24][CH2:22][CH3:23])=[O:41])[cH:31][cH:30][cH:29][cH:28]2)[cH:3][c:4]([Cl:21])[c:5]([CH2:6][CH:7]2[C:8](=[O:18])[N:9]([CH:12]3[CH2:13][CH2:14][CH2:15][CH2:16][CH2:17]3)[CH2:10][CH2:11]2)[cH:19][cH:20]1. Starting materials: O1CCOC12CC=C(CC2)C=2CN=C1C=CC(=CC21)F (3-(1,4-dioxa-spiro[4,5]dec-7-en-8-yl)-5-fluoro-2H-indole). Reagents/catalysts: [Pd] (palladium on carbon). Run in C(C)O (ethanol). Conditions: time 5 hour. The product is O1CCOC12CCC(CC2)C2=CNC1=CC=C(C=C21)F (3-(1,4-Dioxa-spiro[4,5]dec-8-yl)-5-fluoro-1H-indole). Isolated yield 88.2%. As a reaction SMILES: [O:1]1[C:5]2([CH2:10][CH2:9][C:8]([C:11]3[CH2:12][N:13]=[C:14]4[C:19]=3[CH:18]=[C:17]([F:20])[CH:16]=[CH:15]4)=[CH:7][CH2:6]2)[O:4][CH2:3][CH2:2]1>[Pd].C(O)C>[O:4]1[C:5]2([CH2:6][CH2:7][CH:8]([C:11]3[C:19]4[C:14](=[CH:15][CH:16]=[C:17]([F:20])[CH:18]=4)[NH:13][CH:12]=3)[CH2:9][CH2:10]2)[O:1][CH2:2][CH2:3]1. Reported procedure: A mixture of of 3-(1,4-dioxa-spiro[4,5]dec-7-en-8-yl)-5-fluoro-2H-indole (8.5 g) and 10% palladium on carbon (2.72 g) in ethanol (200 ml) was hydrogenated for 5 hours. The catalyst was filtered off and the solvent removed under vacuum. Chromatography (methanol-methylene chloride) afforded 7.55 g (82%) of product as a white solid: mp 183-185° C. Reactants: CCOC(=O)c1ccc(Cc2nc(COc3ccc(OC)cc3)no2)cc1, CC#N, [Ce+4], O=[N+]([O-])[O-], O=[N+]([O-])[O-], O=[N+]([O-])[O-], O=[N+]([O-])[O-], O=[N+]([O-])[O-], [NH4+], O. Yields the product CCOC(=O)c1ccc(Cc2nc(CO)no2)cc1. As a reaction SMILES: [CH2:23]([CH3:24])[O:25][C:26]([c:27]1[cH:28][cH:29][c:30]([CH2:33][c:34]2[n:35][c:36]([CH2:39][O:40][c:41]3[cH:42][cH:43][c:44]([O:45][CH3:46])[cH:47][cH:48]3)[n:37][o:38]2)[cH:31][cH:32]1)=[O:49].[CH3:50][C:51]#[N:52].[Ce+4:5].[N+:11]([O-:12])([O-:13])=[O:14].[N+:15]([O-:16])([O-:17])=[O:18].[N+:19]([O-:20])([O-:21])=[O:22].[N+:1]([O-:2])([O-:3])=[O:4].[N+:7]([O-:8])([O-:9])=[O:10].[NH4+:6].[OH2:53]>>[CH2:23]([CH3:24])[O:25][C:26]([c:27]1[cH:28][cH:29][c:30]([CH2:33][c:34]2[n:35][c:36]([CH2:39][OH:40])[n:37][o:38]2)[cH:31][cH:32]1)=[O:49].